This data is from the Open Reaction Database (ORD), a public repository of structured organic reaction records. The task is: describe an organic reaction: reactants, conditions, products, and yield The reactants are C(C)OC(=O)N1CCC=2SC3=C(C2CC1)N(C=C3)CC (3-Ethyl-4,5,7,8-tetrahydro-3H-9-thia-3,6-diaza-cyclopenta[a]azulene-6-carboxylic acid ethyl ester), [OH-].[K+] (KOH). The solvent is O (water), CCO (EtOH). Reaction conditions: temperature 100 celsius. Product: C(C)N1C=CC2=C1C=1CCNCCC1S2 (3-Ethyl-3,4,5,6,7,8-hexahydro-9-thia-3,6-diaza-cyclopenta[a]azulene). Reaction SMILES: C(OC([N:6]1[CH2:15][CH2:14][C:13]2[C:12]3[N:16]([CH2:19][CH3:20])[CH:17]=[CH:18][C:11]=3[S:10][C:9]=2[CH2:8][CH2:7]1)=O)C.[OH-].[K+]>CCO.O>[CH2:19]([N:16]1[C:12]2[C:13]3[CH2:14][CH2:15][NH:6][CH2:7][CH2:8][C:9]=3[S:10][C:11]=2[CH:18]=[CH:17]1)[CH3:20] |f:1.2|. Reported procedure: To a stirred solution of the product from step (a) (0.060 g, 0.21 mmol) in EtOH (2 ml) was added 40% aqueous KOH (2 ml). The reaction mixture was heated to 100° C. until LCMS indicated that the reaction was complete (usually 16-32 hours). The reaction mixture was cooled to RT, diluted with water (30 ml), and extracted with DCM (3×). The combined DCM extracts were dried (MgSO4), filtered, and solvent evaporated in vacuo to give the crude product. Purification by preparative HPLC gave the title co... Reactants: NC1=C(C=CC=C1)NC(CCCCCN1C(C2=CC=CC(=C2C1)Br)=O)=O (N-(2-aminophenyl)-6-(4-bromo-1-oxoisoindolin-2-yl)hexanamide), N1=CC(=CC=C1)B(O)O (3-pyridinyl boronic acid). Product: NC1=C(C=CC=C1)NC(CCCCCN1C(C2=CC=CC(=C2C1)C=1C=NC=CC1)=O)=O (N-(2-aminophenyl)-6-(1-oxo-4-(pyridin-3-yl)isoindolin-2-yl)hexanamide). The yield is 94.0%. RXN SMILES: [NH2:1][C:2]1[CH:7]=[CH:6][CH:5]=[CH:4][C:3]=1[NH:8][C:9](=[O:26])[CH2:10][CH2:11][CH2:12][CH2:13][CH2:14][N:15]1[CH2:23][C:22]2[C:17](=[CH:18][CH:19]=[CH:20][C:21]=2Br)[C:16]1=[O:25].[N:27]1[CH:32]=[CH:31][CH:30]=[C:29](B(O)O)[CH:28]=1>>[NH2:1][C:2]1[CH:7]=[CH:6][CH:5]=[CH:4][C:3]=1[NH:8][C:9](=[O:26])[CH2:10][CH2:11][CH2:12][CH2:13][CH2:14][N:15]1[CH2:23][C:22]2[C:17](=[CH:18][CH:19]=[CH:20][C:21]=2[C:29]2[CH:28]=[N:27][CH:32]=[CH:31][CH:30]=2)[C:16]1=[O:25]. Procedure: The procedure of Example 2 was repeated except for using N-(2-aminophenyl)-6-(4-bromo-1-oxoisoindolin-2-yl)hexanamide obtained in Example 36 instead of N-(2-aminophenyl)-4-((4-bromo-5,6-dimethoxy-1-oxoisoindolin-2-yl)methyl)benzamide, and 3-pyridinyl boronic acid instead of phenyl boronic acid, to obtain the title compound (94%). The reactants are FC=1C(=NC2=CC=CC(=C2N1)C1=CC=2C(NCCC2N1)=O)C (2-(3-fluoro-2-methylquinoxalin-5-yl)-6,7-dihydro-1H-pyrrolo[3,2-c]pyridin-4(5H)-one), C1(=CC=CC=C1)C (toluene), N1=C(C=CC=C1)N (pyridin-2-amine), C[Si](C)(C)[N-][Si](C)(C)C.[K+] (KHMDS). Reaction conditions: temperature 22 celsius, time 1 hour. Yields the product CC1=NC2=CC=CC(=C2N=C1NC1=NC=CC=C1)C1=CC=2C(NCCC2N1)=O (2-(2-methyl-3-(pyridin-2-ylamino)quinoxalin-5-yl)-6,7-dihydro-1H-pyrrolo[3,2-c]pyridin-4(5H)-one). Isolated yield 9.0%. As a reaction SMILES: F[C:2]1[C:3]([CH3:22])=[N:4][C:5]2[C:10]([N:11]=1)=[C:9]([C:12]1[NH:20][C:19]3[CH2:18][CH2:17][NH:16][C:15](=[O:21])[C:14]=3[CH:13]=1)[CH:8]=[CH:7][CH:6]=2.[N:23]1[CH:28]=[CH:27][CH:26]=[CH:25][C:24]=1[NH2:29].C[Si]([N-][Si](C)(C)C)(C)C.[K+].C1(C)C=CC=CC=1>>[CH3:22][C:3]1[C:2]([NH:29][C:24]2[CH:25]=[CH:26][CH:27]=[CH:28][N:23]=2)=[N:11][C:10]2[C:5](=[CH:6][CH:7]=[CH:8][C:9]=2[C:12]2[NH:20][C:19]3[CH2:18][CH2:17][NH:16][C:15](=[O:21])[C:14]=3[CH:13]=2)[N:4]=1 |f:2.3|. Procedure details: Prepared similarly to that described in Example 131 using 2-(3-fluoro-2-methylquinoxalin-5-yl)-6,7-dihydro-1H-pyrrolo[3,2-c]pyridin-4(5H)-one (Example 126; 61 mg, 0.206 mmol), pyridin-2-amine (97 mg, 1.029 mmol, Aldrich), and KHMDS in toluene (2059 μl, 1.029 mmol) stirring at 22° C. for 1 h. Purification by silica gel (100% DCM to 8% MeOH/DCM) provided 2-(2-methyl-3-(pyridin-2-ylamino)quinoxalin-5-yl)-6,7-dihydro-1H-pyrrolo[3,2-c]pyridin-4(5H)-one (9% yield). 1H NMR (400 MHz, DMSO-d6) δ ppm 2.80... The reactants are O=C(Cl)c1ccc(Br)cc1, CCNC(CN1CCCC1)C(C)C, ClCCl. Product: CCN(C(=O)c1ccc(Br)cc1)C(CN1CCCC1)C(C)C. RXN SMILES: [Br:14][c:15]1[cH:16][cH:17][c:18]([C:19](=[O:20])[Cl:21])[cH:22][cH:23]1.[CH2:1]([CH3:2])[NH:3][CH:4]([CH2:5][N:6]1[CH2:7][CH2:8][CH2:9][CH2:10]1)[CH:11]([CH3:12])[CH3:13].[Cl:24][CH2:25][Cl:26]>>[CH2:1]([CH3:2])[N:3]([CH:4]([CH2:5][N:6]1[CH2:7][CH2:8][CH2:9][CH2:10]1)[CH:11]([CH3:12])[CH3:13])[C:19]([c:18]1[cH:17][cH:16][c:15]([Br:14])[cH:23][cH:22]1)=[O:20].